From a dataset of the Open Reaction Database (ORD), a public repository of structured organic reaction records. describe an organic reaction: reactants, conditions, products, and yield Reactants: OCC1=C2C=CNC2=CC=C1 (4-hydroxymethylindole), C(C)OC(=O)N=NC(=O)OCC (azodicarboxylic acid diethyl ester), C1(=CC=CC=C1)P(C1=CC=CC=C1)C1=CC=CC=C1 (triphenylphosphine), ClC1=C(C=CC=C1)O (2-chlorophenol). Run in O1CCCC1 (tetrahydrofuran), O1CCCC1 (tetrahydrofuran). Yields the product ClC1=C(OC2=C3C=C(NC3=CC=C2)C)C=CC=C1 (4-(2-Chlorophenoxy)-methylindole). As a reaction SMILES: OC[C:3]1[CH:11]=[CH:10][CH:9]=[C:8]2[C:4]=1[CH:5]=[CH:6][NH:7]2.[C:12]1(P(C2C=CC=CC=2)C2C=CC=CC=2)C=CC=CC=1.[Cl:31][C:32]1[CH:37]=[CH:36][CH:35]=[CH:34][C:33]=1[OH:38].C(OC(N=NC(OCC)=O)=O)C>O1CCCC1>[Cl:31][C:32]1[CH:37]=[CH:36][CH:35]=[CH:34][C:33]=1[O:38][C:3]1[CH:11]=[CH:10][CH:9]=[C:8]2[C:4]=1[CH:5]=[C:6]([CH3:12])[NH:7]2. Procedure: A solution of 4-hydroxymethylindole (1.0 g) in tetrahydrofuran (10 ml) is instilled in a solution of triphenylphosphine (2.92 g), 2-chlorophenol (1.43 g) and azodicarboxylic acid diethyl ester (1.49 g) in tetrahydrofuran (50 ml). After a three-hour stirring of the reaction mixture, it is worked up in the usual way and the crude product is chromatographed, melting point 138°-140° C. (cyclohexane). The reactants are CC1(c2ccc3c(C(F)(F)F)c(OC4CCC5(CCCCC5)CC4)ccc3c2)COC(=O)N1, CCO, [Li+], [OH-], O. The product is CC(N)(CO)c1ccc2c(C(F)(F)F)c(OC3CCC4(CCCCC4)CC3)ccc2c1. As a reaction SMILES: [CH3:1][C:2]1([c:8]2[cH:9][c:10]3[cH:11][cH:12][c:13]([O:22][CH:23]4[CH2:24][CH2:25][C:26]5([CH2:27][CH2:28]4)[CH2:29][CH2:30][CH2:31][CH2:32][CH2:33]5)[c:14]([C:18]([F:19])([F:20])[F:21])[c:15]3[cH:16][cH:17]2)[NH:3][C:4](=[O:7])[O:5][CH2:6]1.[CH3:36][CH2:37][OH:38].[Li+:34].[OH-:35].[OH2:39]>>[CH3:1][C:2]([NH2:3])([CH2:6][OH:5])[c:8]1[cH:9][c:10]2[cH:11][cH:12][c:13]([O:22][CH:23]3[CH2:24][CH2:25][C:26]4([CH2:27][CH2:28]3)[CH2:29][CH2:30][CH2:31][CH2:32][CH2:33]4)[c:14]([C:18]([F:19])([F:20])[F:21])[c:15]2[cH:16][cH:17]1. The reactants are ClC=1C2=C(N=CN1)SC1=C2CCN(C1)C(=O)OC(C)(C)C (tert-Butyl 4-chloro-5,8-dihydropyrido[4′,3′:4,5]thieno[2,3-d]pyrimidine-7(6H)-carboxylate), NC=1C(=CC(=C(C1)O)F)F (5-amino-2,4-difluorophenol). Product: Cl.FC1=C(C=C(C(=C1)F)NC=1C2=C(N=CN1)SC1=C2CCNC1)O (2,4-Difluoro-5-(5,6,7,8-tetrahydropyrido[4′,3′:4,5]thieno[2,3-d]pyrimidin-4-ylamino)phenol hydrochloride). As a reaction SMILES: [Cl:1][C:2]1[C:3]2[C:10]3[CH2:11][CH2:12][N:13](C(OC(C)(C)C)=O)[CH2:14][C:9]=3[S:8][C:4]=2[N:5]=[CH:6][N:7]=1.[NH2:22][C:23]1[C:24]([F:31])=[CH:25][C:26]([F:30])=[C:27]([OH:29])[CH:28]=1>>[ClH:1].[F:30][C:26]1[CH:25]=[C:24]([F:31])[C:23]([NH:22][C:2]2[C:3]3[C:10]4[CH2:11][CH2:12][NH:13][CH2:14][C:9]=4[S:8][C:4]=3[N:5]=[CH:6][N:7]=2)=[CH:28][C:27]=1[OH:29] |f:2.3|. Procedure: The title compound was prepared in analogy to Example 65A from tert-butyl 4-chloro-5,8-dihydropyrido[4′,3′:4,5]thieno[2,3-d]pyrimidine-7(6H)-carboxylate from Example 11A (4.00 g, 12.3 mmol) and 5-amino-2,4-difluorophenol (1.87 g, 12.9 mmol) to yield 740 mg (16%). Reactants: ClCCl, Cc1cc(C(CC2CCC(=O)C2)C(=O)O)ccc1S(C)(=O)=O, CN(C)C=O, O=C(Cl)C(=O)Cl, CC(C)(O)Cn1ccc(N)n1, Cc1cccc(C)n1. Product: Cc1cc(C(CC2CCC(=O)C2)C(=O)Nc2ccn(CC(C)(C)O)n2)ccc1S(C)(=O)=O. As a reaction SMILES: [CH2:48]([Cl:49])[Cl:50].[CH3:1][S:2](=[O:3])(=[O:4])[c:5]1[c:6]([CH3:22])[cH:7][c:8]([CH:11]([C:12](=[O:13])[OH:14])[CH2:15][CH:16]2[CH2:17][C:18](=[O:21])[CH2:19][CH2:20]2)[cH:9][cH:10]1.[CH3:51][N:52]([CH3:53])[CH:54]=[O:55].[Cl:23][C:24]([C:25]([Cl:26])=[O:27])=[O:28].[NH2:29][c:30]1[n:31][n:32]([CH2:35][C:36]([CH3:37])([OH:38])[CH3:39])[cH:33][cH:34]1.[n:40]1[c:41]([CH3:42])[cH:43][cH:44][cH:45][c:46]1[CH3:47]>>[CH3:1][S:2](=[O:3])(=[O:4])[c:5]1[c:6]([CH3:22])[cH:7][c:8]([CH:11]([C:12](=[O:13])[NH:29][c:30]2[n:31][n:32]([CH2:35][C:36]([CH3:37])([OH:38])[CH3:39])[cH:33][cH:34]2)[CH2:15][CH:16]2[CH2:17][C:18](=[O:21])[CH2:19][CH2:20]2)[cH:9][cH:10]1.